Dataset: the Open Reaction Database (ORD), a public repository of structured organic reaction records. Task: describe an organic reaction: reactants, conditions, products, and yield The reactants are C(C)OC=C1C(NC2=CC=C3N=CSC3=C12)=O (8-ethoxymethylene-6,8-dihydro-1-thia-3,6-diaza-as-indacen-7-one), NC1=CC=C(C=C1)CS(=O)(=O)N (4-aminophenylmethane sulfonamide). The product is O=C1NC2=CC=C3N=CSC3=C2C1=CNC1=CC=C(C=C1)CS(=O)(=O)N ({4-[-(7-Oxo-6,7-dihydro-1-thia-3,6-diaza-as-indacen-8-ylidenemethyl)-amino]-phenyl}-methanesulfonamide). Yield: 25.0%. Reaction SMILES: C(O[CH:4]=[C:5]1[C:16]2[C:8](=[CH:9][CH:10]=[C:11]3[C:15]=2[S:14][CH:13]=[N:12]3)[NH:7][C:6]1=[O:17])C.[NH2:18][C:19]1[CH:24]=[CH:23][C:22]([CH2:25][S:26]([NH2:29])(=[O:28])=[O:27])=[CH:21][CH:20]=1>>[O:17]=[C:6]1[C:5](=[CH:4][NH:18][C:19]2[CH:24]=[CH:23][C:22]([CH2:25][S:26]([NH2:29])(=[O:27])=[O:28])=[CH:21][CH:20]=2)[C:16]2[C:8](=[CH:9][CH:10]=[C:11]3[C:15]=2[S:14][CH:13]=[N:12]3)[NH:7]1. Reported procedure: The title compound was prepared in 25% yield from 8-ethoxymethylene-6,8-dihydro-1-thia-3,6-diaza-as-indacen-7-one and 4-aminophenylmethane sulfonamide according to Procedure J: 1H NMR (DMSO-d6): δ11.1 (d,1H), 10.9 (s, 1H), 9.3 (s, 1H), 8.1 (d, 1H), 7.8 (d, 1H), 7.5 (q, 4H), 7.2 (d, 1H), 6.9 (s, 2H), 4.2 (s, 2H); APCI−MS m/z 387 (M+H)+. The reactants are CC=1C(=C(C=C(C1CC1=CC(=C(C=C1)OCOC)C(C)C)C)O)I (3,5-dimethyl-2-iodo-4-(4′-methoxymethoxy-3′-iso-propylbenzyl)phenol), CC=1C(=C(C=C(C1CC1=CC(=C(C=C1)OCOC)C(C)C)C)O)I (3,5-dimethyl-2-iodo-4-(4′-methoxymethoxy-3′-iso-propylbenzyl)phenol). Reagents/catalysts: Cl[Pd]([P](C1=CC=CC=C1)(C2=CC=CC=C2)C3=CC=CC=C3)([P](C4=CC=CC=C4)(C5=CC=CC=C5)C6=CC=CC=C6)Cl (PdCl2(PPh3)2). Run in TEA, CO (methanol). Reaction conditions: temperature 80 celsius. Product: CC1=C(C(=O)OC)C(=CC(=C1CC1=CC(=C(C=C1)OCOC)C(C)C)C)O (methyl 2,4-dimethyl-6-hydroxy-3-(4′-methoxymethoxy-3′-iso-propylbenzyl)benzoate). The yield is 75.7%. RXN SMILES: [CH3:1][C:2]1[C:3](I)=[C:4]([OH:23])[CH:5]=[C:6]([CH3:22])[C:7]=1[CH2:8][C:9]1[CH:14]=[CH:13][C:12]([O:15][CH2:16][O:17][CH3:18])=[C:11]([CH:19]([CH3:21])[CH3:20])[CH:10]=1>CO.Cl[Pd](Cl)([P](C1C=CC=CC=1)(C1C=CC=CC=1)C1C=CC=CC=1)[P](C1C=CC=CC=1)(C1C=CC=CC=1)C1C=CC=CC=1>[CH3:1][C:2]1[C:7]([CH2:8][C:9]2[CH:14]=[CH:13][C:12]([O:15][CH2:16][O:17][CH3:18])=[C:11]([CH:19]([CH3:21])[CH3:20])[CH:10]=2)=[C:6]([CH3:22])[CH:5]=[C:4]([OH:23])[C:3]=1[C:16]([O:15][CH3:12])=[O:17] |^1:29,48|. Procedure details: A mixture of 3,5-dimethyl-2-iodo-4-(4′-methoxymethoxy-3′-iso-propylbenzyl)phenol (compound 47, step a; 1.0 g, 2.27 mmol) and PdCl2(PPh3)2 (0.10 g, 0.14 mmol) in TEA (1.6 mL) and methanol (8.0 mL) was heated under a CO atmosphere (60 psi) at 80° C. for 72 h. The reaction mixture was cooled to room temperature and filtered through a Celite plug. The solvent was removed under reduced pressure and the crude product was purified by column chromatography on silica gel, eluting with 10% ethyl acetate i... Solvent: C(Cl)Cl (methylene chloride). Reaction conditions: temperature 120 celsius. Yield: 69.3%. Starting materials: N1CCCC2=CC=CC=C12 (1,2,3,4-tetrahydroquinoline), FC(C(=O)C(F)(F)F)(F)F (hexafluoroacetone). RXN SMILES: [NH:1]1[C:10]2[C:5](=[CH:6][CH:7]=[CH:8][CH:9]=2)[CH2:4][CH2:3][CH2:2]1.[F:11][C:12]([F:20])([F:19])[C:13]([C:15]([F:18])([F:17])[F:16])=[O:14]>[Cl-].[Al+3].[Cl-].[Cl-].C(Cl)Cl>[F:11][C:12]([F:20])([F:19])[C:13]([C:15]([F:18])([F:17])[F:16])([C:7]1[CH:6]=[C:5]2[C:10](=[CH:9][CH:8]=1)[NH:1][CH2:2][CH2:3][CH2:4]2)[OH:14] |f:2.3.4.5|. The reagents and catalysts are [Cl-].[Al+3].[Cl-].[Cl-] (aluminum chloride). Yields the product FC(C(O)(C=1C=C2CCCNC2=CC1)C(F)(F)F)(F)F (α,α-bis(trifluoromethyl)-1,2,3,4-tetrahydro-6-quinolinemethanol). Procedure: Two hundred grams of 1,2,3,4-tetrahydroquinoline and 2 g anhydrous aluminum chloride are added to a one liter stainless steel reactor. The reactor is cooled and evacuated, 265 g (1.60 moles) hexafluoroacetone is added, and it is sealed and heated to 120° C. with shaking for ten hours. The reactor is then cooled to room temperature and vented. The contents are decanted to give a red semicrystalline solid, which is treated with 250 ml of methylene chloride and filtered. The filter cake is washed w... The reactants are CC(C)=O, Cl[Cu]Cl, Cl, Nc1nc2cc(F)c(F)cc2[nH]1, CC(C)(C)ON=O. Product: Fc1cc2nc(Cl)[nH]c2cc1F. Reaction SMILES: [CH3:21][C:22](=[O:23])[CH3:24].[Cl:25][Cu:26][Cl:27].[ClH:20].[F:8][c:9]1[cH:10][c:11]2[c:12]([nH:13][c:14]([NH2:16])[n:15]2)[cH:17][c:18]1[F:19].[N:1]([O:2][C:3]([CH3:4])([CH3:5])[CH3:6])=[O:7]>>[F:8][c:9]1[cH:10][c:11]2[c:12]([nH:13][c:14]([Cl:20])[n:15]2)[cH:17][c:18]1[F:19]. The reactants are C(C)(C)(C)OC(=O)N1CCC(=CC1)C1=CN=C2N1C1=CC=C(C=C1N=C2NCCCO)C(F)(F)F (4-[4-(3-hydroxy-propylamino)-7-trifluoromethyl-imidazo[1,2-a]quinoxalin-1-yl]-3,6-dihydro-2H-pyridine-1-carboxylic acid tert-butyl ester), FC(C(=O)O)(F)F (trifluoroacetic acid). The solvent is ClCCl (dichloromethane). Conditions: time 6 hour. Product: N1CCC(=CC1)C1=CN=C2N1C1=CC=C(C=C1N=C2NCCCO)C(F)(F)F (3-[1-(1,2,3,6-tetrahydro-pyridin-4-yl)-7-trifluoromethyl-imidazo[1,2-a]quinoxalin-4-ylamino]-propan-1-ol). RXN SMILES: C(OC([N:8]1[CH2:13][CH:12]=[C:11]([C:14]2[N:18]3[C:19]4[C:24]([N:25]=[C:26]([NH:27][CH2:28][CH2:29][CH2:30][OH:31])[C:17]3=[N:16][CH:15]=2)=[CH:23][C:22]([C:32]([F:35])([F:34])[F:33])=[CH:21][CH:20]=4)[CH2:10][CH2:9]1)=O)(C)(C)C.FC(F)(F)C(O)=O>ClCCl>[NH:8]1[CH2:9][CH:10]=[C:11]([C:14]2[N:18]3[C:19]4[C:24]([N:25]=[C:26]([NH:27][CH2:28][CH2:29][CH2:30][OH:31])[C:17]3=[N:16][CH:15]=2)=[CH:23][C:22]([C:32]([F:34])([F:33])[F:35])=[CH:21][CH:20]=4)[CH2:12][CH2:13]1. Procedure: To a solution of 4-[4-(3-hydroxy-propylamino)-7-trifluoromethyl-imidazo[1,2-a]quinoxalin-1-yl]-3,6-dihydro-2H-pyridine-1-carboxylic acid tert-butyl ester (1.10 g; 2.30 mmol; 1 eq) in anhydrous dichloromethane (12 mL) is slowly added trifluoroacetic acid (1.77 mL; 23.0 mmol; 10 eq). The solution is allowed to stir for 6 hours at room temperature until completion of the reaction. The reaction mixture is concentrated and the residual traces of trifluoroacetic acid are removed by co-distillation wit... Reactants: CO, CCO, Cl, [H][H], [Pd], OC(c1ccc(C(F)(F)F)cc1)(c1ccc(C(F)(F)F)cc1)C1CCN(Cc2ccccc2)CC1. Product: OC(c1ccc(C(F)(F)F)cc1)(c1ccc(C(F)(F)F)cc1)C1CCNCC1. Reaction SMILES: [CH3:37][OH:38].[CH3:42][CH2:43][OH:44].[ClH:1].[H:39][H:40].[Pd:41].[c:2]1([CH2:3][N:9]2[CH2:10][CH2:11][CH:12]([C:15]([OH:16])([c:17]3[cH:18][cH:19][c:20]([C:23]([F:24])([F:25])[F:26])[cH:21][cH:22]3)[c:27]3[cH:28][cH:29][c:30]([C:33]([F:34])([F:35])[F:36])[cH:31][cH:32]3)[CH2:13][CH2:14]2)[cH:4][cH:5][cH:6][cH:7][cH:8]1>>[NH:9]1[CH2:10][CH2:11][CH:12]([C:15]([OH:16])([c:17]2[cH:18][cH:19][c:20]([C:23]([F:24])([F:25])[F:26])[cH:21][cH:22]2)[c:27]2[cH:28][cH:29][c:30]([C:33]([F:34])([F:35])[F:36])[cH:31][cH:32]2)[CH2:13][CH2:14]1. The reactants are C(C)(=O)C1=C(C=C(OCC(COC2=CC=CC=C2)O)C=C1)O (1-(4-acetyl-3-hydroxyphenoxy)-2-hydroxy-3-phenoxy-propane), [O-]CC.[Na+] (sodium ethoxide), C(C(=O)OCC)(=O)OCC (diethyl oxalate), [Na] (sodium), C(C)O (ethanol). Solvent: C1=CC=CC=C1 (benzene). Product: C(=O)(O)C(COC1=CC=C2C(C=COC2=C1)=O)COC1=CC=CC=C1 (2-carboxychromon-7-yloxy-3-phenoxypropane). As a reaction SMILES: [C:1]([C:4]1[CH:21]=[CH:20][C:7]([O:8][CH2:9][CH:10](O)[CH2:11][O:12][C:13]2[CH:18]=[CH:17][CH:16]=[CH:15][CH:14]=2)=[CH:6][C:5]=1[OH:22])(=[O:3])[CH3:2].[O-][CH2:24]C.[Na+].[Na].C(O)C.C(OCC)(=O)[C:32]([O:34]CC)=[O:33]>C1C=CC=CC=1>[C:32]([CH:10]([CH2:11][O:12][C:13]1[CH:14]=[CH:15][CH:16]=[CH:17][CH:18]=1)[CH2:9][O:8][C:7]1[CH:6]=[C:5]2[C:4]([C:1](=[O:3])[CH:2]=[CH:24][O:22]2)=[CH:21][CH:20]=1)([OH:34])=[O:33] |f:1.2,^1:26|. Procedure details: A solution of 1-(4-acetyl-3-hydroxyphenoxy)-2-hydroxy-3-phenoxy-propane (6.04 g) in diethyl oxalate (15 ml) was added to a suspension of sodium ethoxide, prepared from sodium (3.0 g) and ethanol (30 ml), in benzene (50 ml). The mixture was heated under reflux for 1.5 hours, then cooled and filtered. The residual yellow sodium salt was washed with ether, dried, and dissolved in a mixture of glacial acetic acid (80 ml) and concentrated hydrochloric acid (30 ml). This solution was heated under refl...